Dataset: the Open Reaction Database (ORD), a public repository of structured organic reaction records. Task: describe an organic reaction: reactants, conditions, products, and yield Reactants: FC1=C(C(=O)C(C(=O)OCC)C(=O)OCC)C=CC(=C1)F (diethyl (2,4-difluorobenzoyl)malonate), C1(=CC=C(C=C1)S(=O)(=O)O)C (p-toluenesulphonic acid). Solvent: O (water). Yields the product FC1=C(C(=O)CC(=O)OCC)C=CC(=C1)F (Ethyl (2,4-difluorobenzoyl)acetate). Reaction SMILES: [F:1][C:2]1[CH:20]=[C:19]([F:21])[CH:18]=[CH:17][C:3]=1[C:4]([CH:6](C(OCC)=O)[C:7]([O:9][CH2:10][CH3:11])=[O:8])=[O:5].C1(C)C=CC(S(O)(=O)=O)=CC=1>O>[F:1][C:2]1[CH:20]=[C:19]([F:21])[CH:18]=[CH:17][C:3]=1[C:4]([CH2:6][C:7]([O:9][CH2:10][CH3:11])=[O:8])=[O:5]. Reported procedure: 41.4 g of the crude diethyl (2,4-difluorobenzoyl)malonate in 130 ml of water and 170 mg of p-toluenesulphonic acid are refluxed for 8.5 hours. The mixture is extracted using methylene chloride, and the methylene chloride phase is washed with water, dried over sodium sulphate and concentrated in vacuo.